From a dataset of the Open Reaction Database (ORD), a public repository of structured organic reaction records. describe an organic reaction: reactants, conditions, products, and yield Reactants: Cl (hydrochloric acid), C(C1=CC=CC=C1)NCCC1=CNC(N1[C@H]1COC2=C(C=C(C=C2C1)F)F)=S ((R)-5-(2-(benzylamino)ethyl)-1-(6,8-difluorochroman-3-yl)-1H-imidazole-2(3H)-thione), C1(=CC=CC=C1)C (Toluene). Run in CO (MeOH), CO (methanol). Reaction conditions: temperature 2.5 celsius, time 1 hour. Product: Cl.C(C1=CC=CC=C1)NCCC1=CNC(N1[C@H]1COC2=C(C=C(C=C2C1)F)F)=S ((R)-5-(2-(benzylamino)ethyl)-1-(6,8-difluorochroman-3-yl)-1H-imidazole-2(3H)-thione hydrochloride). Isolated yield 94.0%. Reaction SMILES: [CH2:1]([NH:8][CH2:9][CH2:10][C:11]1[N:15]([C@@H:16]2[CH2:25][C:24]3[C:19](=[C:20]([F:27])[CH:21]=[C:22]([F:26])[CH:23]=3)[O:18][CH2:17]2)[C:14](=[S:28])[NH:13][CH:12]=1)[C:2]1[CH:7]=[CH:6][CH:5]=[CH:4][CH:3]=1.[ClH:29].C1(C)C=CC=CC=1>CO>[ClH:29].[CH2:1]([NH:8][CH2:9][CH2:10][C:11]1[N:15]([C@@H:16]2[CH2:25][C:24]3[C:19](=[C:20]([F:27])[CH:21]=[C:22]([F:26])[CH:23]=3)[O:18][CH2:17]2)[C:14](=[S:28])[NH:13][CH:12]=1)[C:2]1[CH:7]=[CH:6][CH:5]=[CH:4][CH:3]=1 |f:4.5|. Reported procedure: To a suspension of (R)-5-(2-(benzylamino)ethyl)-1-(6,8-difluorochroman-3-yl)-1H-imidazole-2(3H)-thione (2 g, 4.98 mmol) in methanol (MeOH) (30 ml) was added 1.5M hydrochloric acid (3.32 ml, 4.98 mmol) in MeOH to give a clear solution. To the solution Toluene (30.0 ml) was added, MeOH (30 ml) was removed on a rotavap followed by addition of toluene (20 ml). The mixture was aged with stirring for 1 hours at 0-5° C., the precipitate collected, washed with toluene (10 ml), dried in vacuum at 50° C. ... The reactants are O=C(O)c1ccc(Br)cc1F, Cc1cc(C#N)cnc1N1CCNCC1. Product: Cc1cc(C#N)cnc1N1CCN(C(=O)c2ccc(Br)cc2F)CC1. Reaction SMILES: [Br:1][c:2]1[cH:3][c:4]([F:11])[c:5]([C:6](=[O:7])[OH:8])[cH:9][cH:10]1.[CH3:12][c:13]1[c:14]([N:21]2[CH2:22][CH2:23][NH:24][CH2:25][CH2:26]2)[n:15][cH:16][c:17]([C:18]#[N:19])[cH:20]1>>[Br:1][c:2]1[cH:3][c:4]([F:11])[c:5]([C:6](=[O:8])[N:24]2[CH2:23][CH2:22][N:21]([c:14]3[c:13]([CH3:12])[cH:20][c:17]([C:18]#[N:19])[cH:16][n:15]3)[CH2:26][CH2:25]2)[cH:9][cH:10]1.